From a dataset of the Open Reaction Database (ORD), a public repository of structured organic reaction records. describe an organic reaction: reactants, conditions, products, and yield The product is C(C)(=O)O[C@@H]1C[C@@H]2CC[C@H]3[C@@H]4CC=C(C(C)=O)[C@]4(CC[C@@H]3[C@]2(CC1)C)C (3β-Acetoxy-5α-pregn-16-en-20-one). Reaction conditions: temperature 100 celsius, time 1 hour. Reported procedure: A mixture of 1 (50 g, 120.0 mmol), (CH3CO)2O (150 mL), and C5H5N (10 mL) was boiled for 1 h, cooled to 100° C., stirred, treated with TiCl4 (2.5 g, 13.16 mmol) in (CH3CO)2O (2.5 mL), boiled an additional 2 h, cooled to 40° C., treated gradually with CH3COONa (10 g) dissolved in water (25 mL), stirred 20 min, cooled to room temperature, poured into CH3COCH3 (220 mL) and CH3COOH (220 mL), oxidized by addition of CrO3 (15 g) in water (7.5 mL) at 15-18° C., stirred an additional hour, treated with i... Reagents/catalysts: Cl[Ti](Cl)(Cl)Cl (TiCl4). Isolated yield 69.5%. Reaction SMILES: C[C@H]1CO[C@@]2(O[C@H:8]3[CH2:10][C@H:11]4[C@@H:16]5[CH2:17][CH2:18][C@H:19]6[CH2:24][C@@H:23](O)[CH2:22][CH2:21][C@:20]6([CH3:26])[C@H:15]5[CH2:14][CH2:13][C@:12]4(C)[C@H:7]3[C@@H]2C)CC1.[CH3:31][C:32]([O:34][Na])=[O:33].[CH3:36][C:37]([CH3:39])=[O:38].CC(O)=O>O(C(C)=O)C(C)=O.O.Cl[Ti](Cl)(Cl)Cl.C(O)(C)C>[C:32]([O:34][C@H:23]1[CH2:22][CH2:21][C@@:20]2([CH3:26])[C@@H:19]([CH2:18][CH2:17][C@@H:16]3[C@@H:15]2[CH2:14][CH2:13][C@@:12]2([CH3:7])[C@H:11]3[CH2:10][CH:8]=[C:36]2[C:37](=[O:38])[CH3:39])[CH2:24]1)(=[O:33])[CH3:31]. Starting materials: CrO3, C[C@@H]1CC[C@@]2([C@H]([C@H]3[C@@H](O2)C[C@@H]4[C@@]3(CC[C@H]5[C@H]4CC[C@@H]6[C@@]5(CC[C@@H](C6)O)C)C)C)OC1 (tigogenin), CC(=O)C (CH3COCH3), CC(=O)O (CH3COOH), CC(=O)O[Na] (CH3COONa). The solvent is O (water), C(C)(C)O (isopropanol), O(C(=O)C)C(=O)C ((CH3CO)2O), O (water), O(C(=O)C)C(=O)C ((CH3CO)2O). The reactants are C(CC1=CC=CC=C1)N (Phenethylamine), C1=NC=CC2=CC(=CC=C12)S(=O)(=O)Cl (isoquinoline-6-sulfonyl chloride), C(C1=CC=CC=C1)OC(=O)N[C@H](C)C(=O)O (N-(benzyloxycarbonyl)-D-alanine), Cl.C(C)N=C=NCCCN(C)C (1-ethyl-3-(3-dimethylaminopropyl)carbodiimide hydrochloride). The reagents and catalysts are [C].[Pd] (palladium-carbon). The solvent is ClCCl (dichloromethane). Yields the product N[C@@H](C(=O)NCCC1=CC=CC=C1)C ((R)-2-amino-N-phenethylpropanamide). The yield is 45.7%. RXN SMILES: [CH2:1]([NH2:9])[CH2:2][C:3]1[CH:8]=[CH:7][CH:6]=[CH:5][CH:4]=1.C(OC([NH:20][C@@H:21]([C:23](O)=[O:24])[CH3:22])=O)C1C=CC=CC=1.Cl.C(N=C=NCCCN(C)C)C.C1C2C(=CC(S(Cl)(=O)=O)=CC=2)C=CN=1>ClCCl.[C].[Pd]>[NH2:20][C@H:21]([CH3:22])[C:23]([NH:9][CH2:1][CH2:2][C:3]1[CH:8]=[CH:7][CH:6]=[CH:5][CH:4]=1)=[O:24] |f:2.3,6.7|. Reported procedure: Phenethylamine (285 mg) and N-(benzyloxycarbonyl)-D-alanine (500 mg) were condensed (618 mg, 85%) using 1-ethyl-3-(3-dimethylaminopropyl)carbodiimide hydrochloride (472 mg) in dichloromethane. (R)-2-amino-N-phenethylpropanamide (197 mg) obtained by further hydrogenation reaction in the presence of 10% palladium-carbon, and isoquinoline-6-sulfonyl chloride prepared in Reference Example 1 were condensed (237 mg, 60%) in the presence of triethylamine (0.284 mL) in dichloromethane. Subsequently, 40 ... The reactants are CC(C)(C)O, Cc1ccc(Oc2ccc(N)cc2C)cn1, Clc1ncnc2ccc(I)cc12, ClCCCl. Yields the product Cc1ccc(Oc2ccc(Nc3ncnc4ccc(I)cc34)cc2C)cn1, Cl. As a reaction SMILES: [C:33]([OH:34])([CH3:35])([CH3:36])[CH3:37].[CH3:1][c:2]1[cH:3][c:4]([NH2:16])[cH:5][cH:6][c:7]1[O:8][c:9]1[cH:10][n:11][c:12]([CH3:15])[cH:13][cH:14]1.[Cl:17][c:18]1[n:19][cH:20][n:21][c:22]2[cH:23][cH:24][c:25]([I:28])[cH:26][c:27]12.[Cl:29][CH2:30][CH2:31][Cl:32]>>[CH3:1][c:2]1[cH:3][c:4]([NH:16][c:18]2[n:19][cH:20][n:21][c:22]3[cH:23][cH:24][c:25]([I:28])[cH:26][c:27]23)[cH:5][cH:6][c:7]1[O:8][c:9]1[cH:10][n:11][c:12]([CH3:15])[cH:13][cH:14]1.[ClH:17]. Reactants: NC1=NC(=C(C(=N1)N[C@@H](C)C1=C(C=C2C(=N1)C=CN2C)N2C[C@H](CCC2)N2C(C1=CC=CC=C1C2=O)=O)C#N)C (2-amino-4-(((S)-1-(6-((S)-3-(1,3-dioxoisoindolin-2-yl)piperidin-1-yl)-1-methyl-1H-pyrrolo[3,2-b]pyridin-5-yl)ethyl)amino)-6-methylpyrimidine-5-carbonitrile), O.NN (hydrazine monohydrate). Solvent: C(C)O (ethanol), C(C)#N (acetonitrile). Run at temperature 65 celsius. Product: NC1=NC(=C(C(=N1)N[C@@H](C)C1=C(C=C2C(=N1)C=CN2C)N2C[C@H](CCC2)N)C#N)C (2-Amino-4-((S)-1-(6-((S)-3-aminopiperidin-1-yl)-1-methyl-1H-pyrrolo[3,2-b]pyridin-5-yl)ethylamino)-6-methylpyrimidine-5-carbonitrile). Yield: 46.0%. As a reaction SMILES: [NH2:1][C:2]1[N:7]=[C:6]([NH:8][C@H:9]([C:11]2[N:16]=[C:15]3[CH:17]=[CH:18][N:19]([CH3:20])[C:14]3=[CH:13][C:12]=2[N:21]2[CH2:26][CH2:25][CH2:24][C@H:23]([N:27]3C(=O)C4C(=CC=CC=4)C3=O)[CH2:22]2)[CH3:10])[C:5]([C:38]#[N:39])=[C:4]([CH3:40])[N:3]=1.O.NN>C(O)C.C(#N)C>[NH2:1][C:2]1[N:7]=[C:6]([NH:8][C@H:9]([C:11]2[N:16]=[C:15]3[CH:17]=[CH:18][N:19]([CH3:20])[C:14]3=[CH:13][C:12]=2[N:21]2[CH2:26][CH2:25][CH2:24][C@H:23]([NH2:27])[CH2:22]2)[CH3:10])[C:5]([C:38]#[N:39])=[C:4]([CH3:40])[N:3]=1 |f:1.2|. Procedure details: To a 25 mL pear flask were added 2-amino-4-(((S)-1-(6-((S)-3-(1,3-dioxoisoindolin-2-yl)piperidin-1-yl)-1-methyl-1H-pyrrolo[3,2-b]pyridin-5-yl)ethyl)amino)-6-methylpyrimidine-5-carbonitrile (20 mg, 0.037 mmol) and hydrazine monohydrate (0.081 mL, 1.7 mmol) in ethanol (1 mL). The mixture was heated to 65° C. for 4 hours. The mixture was diluted with acetonitrile and was then directly purified by preparative HPLC (basic mode, 25-45% ACN/water gradient). The product-containing fractions were combine... Solvent: CC(=O)C (acetone). Reactants: OC=1C=C(/C=C/C=2SC3=C(N2)C=CC=C3)C=CC1 (2-(trans-3-hydroxystyryl)benzothiazole), BrCC(=O)OCC (ethyl bromoacetate), C([O-])([O-])=O.[K+].[K+] (potassium carbonate). The product is C(C)OC(=O)COC=1C=C(/C=C/C=2SC3=C(N2)C=CC=C3)C=CC1 (2-(trans-3-ethoxycarbonylmethoxystyryl)benzothiazole). The yield is 77.0%. Reaction SMILES: [OH:1][C:2]1[CH:3]=[C:4]([CH:16]=[CH:17][CH:18]=1)/[CH:5]=[CH:6]/[C:7]1[S:8][C:9]2[CH:15]=[CH:14][CH:13]=[CH:12][C:10]=2[N:11]=1.Br[CH2:20][C:21]([O:23][CH2:24][CH3:25])=[O:22].C(=O)([O-])[O-].[K+].[K+]>CC(C)=O>[CH2:24]([O:23][C:21]([CH2:20][O:1][C:2]1[CH:3]=[C:4]([CH:16]=[CH:17][CH:18]=1)/[CH:5]=[CH:6]/[C:7]1[S:8][C:9]2[CH:15]=[CH:14][CH:13]=[CH:12][C:10]=2[N:11]=1)=[O:22])[CH3:25] |f:2.3.4|. Procedure: To 30 ml of acetone were added 200 mg of 2-(trans-3-hydroxystyryl)benzothiazole, 0.11 ml of ethyl bromoacetate and 131 mg of potassium carbonate, and the mixture was refluxed for 4 hours. After cooled to room temperature, the mixture was extracted with ethyl ether, dried over anhydrous magnesium sulfate and then the solvent was evaporated under reduced pressure. After the crude crystals of the residue were washed with ethyl ether and n-hexane, they were dried under reduced pressure to give 207 m... Reactants: C(C1=CC=CC=C1)N1C(N(C(C(=C1)[N+](=O)[O-])=O)CC(=O)OC)=O (1-Benzyl-3-methoxycarbonylmethyl-5-nitro-2,4(1H,3H) pyrimidinedione), [H][H] (hydrogen). The reagents and catalysts are [Pd] (Pd/C). Solvent: CO (methanol). Reaction conditions: time 24 hour. Product: NC=1C(N(C(N(C1)CC1=CC=CC=C1)=O)CC(=O)OC)=O (5-amino-1-Benzyl-3-methoxycarbonylmethyl-2,4(1H,3H)-pyrimidinedione). The yield is 63.0%. As a reaction SMILES: [CH2:1]([N:8]1[CH:13]=[C:12]([N+:14]([O-])=O)[C:11](=[O:17])[N:10]([CH2:18][C:19]([O:21][CH3:22])=[O:20])[C:9]1=[O:23])[C:2]1[CH:7]=[CH:6][CH:5]=[CH:4][CH:3]=1.[H][H]>CO.[Pd]>[NH2:14][C:12]1[C:11](=[O:17])[N:10]([CH2:18][C:19]([O:21][CH3:22])=[O:20])[C:9](=[O:23])[N:8]([CH2:1][C:2]2[CH:7]=[CH:6][CH:5]=[CH:4][CH:3]=2)[CH:13]=1. Procedure details: EX-1B) A solution of 1-Benzyl-3-methoxycarbonylmethyl-5-nitro-2,4(1H,3H) pyrimidinedione (EX-1A; 6.30 g, 19.74 mmol) in 100.0 mL methanol was degassed with hydrogen gas. The solution was then added 5% Pd/C (0.737 g) and allowed to stir under an atmosphere of hydrogen at room temperature for 24 hours. The crude reaction was filtered through a pad of Celite 545 and concentrated under reduced pressure. The oil was purified by MPLC (60% Ethyl acetate/hexanes) to give pure 5-amino-1-Benzyl-3-methoxyc...